Dataset: the Open Reaction Database (ORD), a public repository of structured organic reaction records. Task: describe an organic reaction: reactants, conditions, products, and yield Reactants: C(C1=CC=CC=C1)OC(=O)N[C@H](C(=O)OC)CC(CC1=CC=CC=C1)(F)F (methyl (S)-2-benzyloxycarbonylamino-4,4-difluoro-5-phenylpentanoate). Reaction SMILES: C(OC([NH:11][C@@H:12]([CH2:17][C:18]([F:27])([F:26])[CH2:19][C:20]1[CH:25]=[CH:24][CH:23]=[CH:22][CH:21]=1)[C:13]([O:15][CH3:16])=[O:14])=O)C1C=CC=CC=1>CO>[NH2:11][C@@H:12]([CH2:17][C:18]([F:26])([F:27])[CH2:19][C:20]1[CH:25]=[CH:24][CH:23]=[CH:22][CH:21]=1)[C:13]([O:15][CH3:16])=[O:14]. Yields the product N[C@H](C(=O)OC)CC(CC1=CC=CC=C1)(F)F (Methyl (S)-2-amino-4,4-difluoro-5-phenylpentanoate). Reported procedure: In a three-neck flask, methyl (S)-2-benzyloxycarbonylamino-4,4-difluoro-5-phenylpentanoate (1.0 g, 2.65 mmol) was dissolved in 25 ml of methanol. After repeated evacuation and sparging with argon, 350 mg of Pd/C (10%) were added. After degassing and sparging with argon again, the argon atmosphere was replaced by hydrogen (balloon with H2 gas). The mixture was stirred at RT for 3 h. Owing to incomplete conversion, a further 350 mg of catalyst were added and the mixture was hydrogenated at RT for ... Run at time 3 hour. The solvent is CO (methanol). Reactants: C(C)C1=NOC(=N1)C1=C(N=C(S1)N)C1=CC=CC=C1 (5-(3-ethyl-[1,2,4]oxadiazol-5-yl)-4-phenyl-thiazol-2-ylamine), C1(CCCCC1)C(=O)Cl (cyclohexanecarbonyl chloride). Product: C(C)C1=NOC(=N1)C1=C(N=C(S1)NC(=O)C1CCCCC1)C1=CC=CC=C1 (Cyclohexanecarboxylic acid [5-(3-ethyl-[1,2,4]oxadiazol-5-yl)-4-phenyl-thiazol-2-yl]-amide). RXN SMILES: [CH2:1]([C:3]1[N:7]=[C:6]([C:8]2[S:12][C:11]([NH2:13])=[N:10][C:9]=2[C:14]2[CH:19]=[CH:18][CH:17]=[CH:16][CH:15]=2)[O:5][N:4]=1)[CH3:2].[CH:20]1([C:26](Cl)=[O:27])[CH2:25][CH2:24][CH2:23][CH2:22][CH2:21]1>>[CH2:1]([C:3]1[N:7]=[C:6]([C:8]2[S:12][C:11]([NH:13][C:26]([CH:20]3[CH2:25][CH2:24][CH2:23][CH2:22][CH2:21]3)=[O:27])=[N:10][C:9]=2[C:14]2[CH:19]=[CH:18][CH:17]=[CH:16][CH:15]=2)[O:5][N:4]=1)[CH3:2]. Procedure: Prepared from 5-(3-ethyl-[1,2,4]oxadiazol-5-yl)-4-phenyl-thiazol-2-ylamine and cyclohexanecarbonyl chloride. Starting materials: S(=O)(=O)(O)CCO (isethionic acid), C=1C=CC(=CC1)NC=2C=CC(=CC2)NC=3C=CC=CC3 (N,N' diphenyl-p-phenylene diamine), C1(O)=CC=C(O)C=C1.COC (monomethyl ether hydroquinone). The product is C(C(=C)C)(=O)OCCS(=O)(=O)O (sulfoethyl methacrylate). As a reaction SMILES: [S:1]([CH2:5][CH2:6][OH:7])([OH:4])(=[O:3])=[O:2].C1C=CC(NC2C=CC(NC3C=C[CH:25]=[CH:26][CH:27]=3)=CC=2)=CC=1.[C:28]1(C=CC(O)=CC=1)[OH:29].COC>>[C:28]([O:7][CH2:6][CH2:5][S:1]([OH:4])(=[O:3])=[O:2])(=[O:29])[C:26]([CH3:25])=[CH2:27] |f:2.3|. Reported procedure: To the reactor containing the concentrated isethionic acid solution of Example 1 is added 95.2 Kg. (209.5 lbs.) of MAA to achieve a MAA/ITA molar ratio of about 5:1 along with 14 grams of N,N' diphenyl-p-phenylene diamine and 140 grams of monomethyl ether hydroquinone, both serving as polymerization inhibitors. The mixture is heated for about 6 hours under a vacuum of about 90 mm. Hg. at a temperature of about 80° C. to form sulfoethyl methacrylate according to the reaction: ##STR9## with water ... Starting materials: CN1C=C(C2=CC(=CC=C12)N)CC#N (1-methyl-5-aminoindole-3-acetonitrile), O([K])C#N (KOCN). Yields the product C(#N)CC1=CN(C2=CC=C(C=C12)NC(=O)N)C (N-[3-Cyanomethyl-1-methyl-1H-indol-5-yl]urea). The yield is 80.0%. As a reaction SMILES: [CH3:1][N:2]1[C:10]2[C:5](=[CH:6][C:7]([NH2:11])=[CH:8][CH:9]=2)[C:4]([CH2:12][C:13]#[N:14])=[CH:3]1.[O:15]([C:17]#[N:18])[K]>>[C:13]([CH2:12][C:4]1[C:5]2[C:10](=[CH:9][CH:8]=[C:7]([NH:11][C:17]([NH2:18])=[O:15])[CH:6]=2)[N:2]([CH3:1])[CH:3]=1)#[N:14]. Procedure: A solution of 7.0 g (0.038 mole) of 1-methyl-5-aminoindole-3-acetonitrile was treated with KOCN as in Example 1 to give a beige solid which was filtered off, washed with cold water and triturated with 50% aq. EtOH to give 6.95 g (80%) of a beige solid: m.p. 250° (dec); nmr (d6 -DMSO) δ(TMS) 8.41 (1, s), 7.65 (1, s), 7.42-7.08 (3, m), 5.73 (2, s, --NH2 --), 4.00 (2, s, --CH2 --) and 3.73 ppm (3H, S, N--CH3). The reactants are C1CCOC1, CO, CCC(C(C)OC)N1C(=O)C(C)(CC(=O)OC)CC(c2cccc(Cl)c2)C1c1ccc(Cl)cc1, [Li+], [OH-], O. Product: CCC(C(C)OC)N1C(=O)C(C)(CC(=O)O)CC(c2cccc(Cl)c2)C1c1ccc(Cl)cc1. RXN SMILES: [CH2:37]1[O:38][CH2:39][CH2:40][CH2:41]1.[CH3:42][OH:43].[Cl:1][c:2]1[cH:3][c:4]([CH:8]2[CH2:9][C:10]([CH3:29])([CH2:30][C:31](=[O:32])[O:33][CH3:34])[C:11](=[O:28])[N:12]([CH:21]([CH:22]([CH3:23])[O:24][CH3:25])[CH2:26][CH3:27])[CH:13]2[c:14]2[cH:15][cH:16][c:17]([Cl:20])[cH:18][cH:19]2)[cH:5][cH:6][cH:7]1.[Li+:35].[OH-:36].[OH2:44]>>[Cl:1][c:2]1[cH:3][c:4]([CH:8]2[CH2:9][C:10]([CH3:29])([CH2:30][C:31](=[O:32])[OH:33])[C:11](=[O:28])[N:12]([CH:21]([CH:22]([CH3:23])[O:24][CH3:25])[CH2:26][CH3:27])[CH:13]2[c:14]2[cH:15][cH:16][c:17]([Cl:20])[cH:18][cH:19]2)[cH:5][cH:6][cH:7]1. Reactants: [H-].[Na+] (sodium hydride), ClC1=NC=CC(=N1)Cl (2,4-dichloropyrimidine), C(C)(=O)N1[C@@H](C(=O)O)CSC1.COC([C@@H](N)CC1=CC=C(C=C1)O)=O (N-acetyl-D-thioproline L-tyrosine methyl ester), C(C)(=O)N1[C@@H](C(=O)O)CSC1 (N-acetyl-D-thioproline), COC([C@@H](N)CC1=CC=C(C=C1)O)=O (tyrosine methyl ester), Intermediate 5. Solvent: O (water), CN(C)C=O (DMF), CN(C)C=O (DMF), CN(C)C=O (DMF). Yields the product C(C)(=O)N1[C@@H](C(=O)O)CSC1.COC([C@@H](N)CC1=CC=C(C=C1)OC1=NC(=NC=C1)Cl)=O (N-Acetyl-D-thioproline O-(2-chloropyrimidin-4-yl)-L-tyrosine methyl ester). Yield: 65.8%. RXN SMILES: [C:1]([N:4]1[CH2:11][S:10][CH2:9][C@@H:5]1[C:6]([OH:8])=[O:7])(=[O:3])[CH3:2].[CH3:12][O:13][C:14](=[O:25])[C@H:15]([CH2:17][C:18]1[CH:23]=[CH:22][C:21]([OH:24])=[CH:20][CH:19]=1)[NH2:16].C(N1CSC[C@@H]1C(O)=O)(=O)C.COC(=O)[C@H](CC1C=CC(O)=CC=1)N.[H-].[Na+].[Cl:53][C:54]1[N:59]=[C:58](Cl)[CH:57]=[CH:56][N:55]=1>CN(C=O)C.O>[C:1]([N:4]1[CH2:11][S:10][CH2:9][C@@H:5]1[C:6]([OH:8])=[O:7])(=[O:3])[CH3:2].[CH3:12][O:13][C:14](=[O:25])[C@H:15]([CH2:17][C:18]1[CH:19]=[CH:20][C:21]([O:24][C:56]2[CH:57]=[CH:58][N:59]=[C:54]([Cl:53])[N:55]=2)=[CH:22][CH:23]=1)[NH2:16] |f:0.1,4.5,9.10|. Procedure: A solution of N-acetyl-D-thioproline-L-tyrosine methyl ester (1.76 g, 5 mmol), [prepared from N-acetyl-D-thioproline and tyrosine methyl ester by a similar method to the preparation of Intermediate 5] in DMF (10 ml) was added to a suspension of sodium hydride (60% in mineral oil, 210 mg, 5.25 mmol) in DMF (5 ml) at room temperature. After 10 min a solution of 2,4-dichloropyrimidine (782 mg, 5.25 mmol) in DMF (5 ml) was added. After 1 h water (1 ml) was added and the solvent evaporated in vacuo. ... RXN SMILES: [CH3:21][CH:22]([C:23](=[O:24])[NH:25][c:26]1[cH:27][c:28]([CH:32]2[CH2:33][CH2:34][NH:35][CH2:36][CH2:37]2)[cH:29][cH:30][cH:31]1)[CH3:38].[Cl:1][CH2:2][CH2:3][CH2:4][CH2:5][CH2:6][N:7]1[C:8](=[O:20])[O:9][CH2:10][CH:11]1[c:12]1[cH:13][c:14]([F:19])[c:15]([F:18])[cH:16][cH:17]1>>[CH2:2]([CH2:3][CH2:4][CH2:5][CH2:6][N:7]1[C:8](=[O:20])[O:9][CH2:10][CH:11]1[c:12]1[cH:13][c:14]([F:19])[c:15]([F:18])[cH:16][cH:17]1)[N:35]1[CH2:34][CH2:33][CH:32]([c:28]2[cH:27][c:26]([NH:25][C:23]([CH:22]([CH3:21])[CH3:38])=[O:24])[cH:31][cH:30][cH:29]2)[CH2:37][CH2:36]1. The reactants are CC(C)C(=O)Nc1cccc(C2CCNCC2)c1, O=C1OCC(c2ccc(F)c(F)c2)N1CCCCCCl. Product: CC(C)C(=O)Nc1cccc(C2CCN(CCCCCN3C(=O)OCC3c3ccc(F)c(F)c3)CC2)c1.